This data is from the Open Reaction Database (ORD), a public repository of structured organic reaction records. The task is: describe an organic reaction: reactants, conditions, products, and yield The reactants are FC1=C(C=C(C=C1)[N+](=O)[O-])[N+](=O)[O-] (1-fluoro-2,4-dinitrobenzene), P(=O)(O)(O)OC[C@@H]1[C@H]([C@H]([C@@H](O1)N1C=NC=2C(NCCN)=NC=NC12)O)O (N6 -(2-aminoethyl)adenosine-5'-monophosphate), Cl (hydrochloric acid), C([O-])(O)=O.[Na+] (sodium bicarbonate), FC1=C(C=C(C=C1)[N+](=O)[O-])[N+](=O)[O-] (1-fluoro-2,4-dinitrobenzene), [OH-].[Na+] (sodium hydroxide). Run in C(C)O (ethanol), C(C)O (ethanol), O (water), O (water). Reaction conditions: time 4 hour. The product is P(=O)(O)(O)OC[C@@H]1[C@H]([C@H]([C@@H](O1)N1C=NC=2C(NCCNC3=C(C=C(C=C3)[N+](=O)[O-])[N+](=O)[O-])=NC=NC12)O)O (N6 -[2-(2,4-dinitrophenyl)aminoethyl]adenosine-5'-monophosphate). The yield is 40.0%. As a reaction SMILES: [P:1]([O:5][CH2:6][C@H:7]1[O:11][C@@H:10]([N:12]2[C:24]3[N:23]=[CH:22][N:21]=[C:16]([NH:17][CH2:18][CH2:19][NH2:20])[C:15]=3[N:14]=[CH:13]2)[C@H:9]([OH:25])[C@@H:8]1[OH:26])([OH:4])([OH:3])=[O:2].C(=O)(O)[O-].[Na+].F[C:33]1[CH:38]=[CH:37][C:36]([N+:39]([O-:41])=[O:40])=[CH:35][C:34]=1[N+:42]([O-:44])=[O:43].Cl.[OH-].[Na+]>O.C(O)C>[P:1]([O:5][CH2:6][C@H:7]1[O:11][C@@H:10]([N:12]2[C:24]3[N:23]=[CH:22][N:21]=[C:16]([NH:17][CH2:18][CH2:19][NH:20][C:37]4[CH:38]=[CH:33][C:34]([N+:42]([O-:44])=[O:43])=[CH:35][C:36]=4[N+:39]([O-:41])=[O:40])[C:15]=3[N:14]=[CH:13]2)[C@H:9]([OH:25])[C@@H:8]1[OH:26])([OH:4])([OH:3])=[O:2] |f:1.2,5.6|. Procedure: Two hundred fifty mg N6 -(2-aminoethyl)adenosine-5'-monophosphate (0.65 mmol) from Part A of this Example was dissolved in 20 ml water at pH 8. Then 168 mg sodium bicarbonate was added, followed by 0.2 ml 1-fluoro-2,4-dinitrobenzene (1.58 mmol dissolved in 2 ml ethanol). The reaction mixture was stirred in the dark at room temperature for 4 hr and then an additional 0.1 ml 1-fluoro-2,4-dinitrobenzene in 1 ml ethanol was added. After the reaction mixture had stirred overnight, it was adjusted to ... Reactants: O=C(Nc1ccc(Cl)c(Br)c1)c1ccoc1, CC1(C)OB(c2ccc(C(=O)NCC3CC3)cc2)OC1(C)C, [Na+], [Na+], O=C([O-])[O-], CN(C)C=O, [Pd], c1ccc(P(c2ccccc2)c2ccccc2)cc1, c1ccc(P(c2ccccc2)c2ccccc2)cc1, c1ccc(P(c2ccccc2)c2ccccc2)cc1, c1ccc(P(c2ccccc2)c2ccccc2)cc1. Yields the product O=C(NCC1CC1)c1ccc(-c2cc(NC(=O)c3ccoc3)ccc2Cl)cc1. As a reaction SMILES: [Br:1][c:2]1[cH:3][c:4]([NH:9][C:10](=[O:11])[c:12]2[cH:13][o:14][cH:15][cH:16]2)[cH:5][cH:6][c:7]1[Cl:8].[CH:17]1([CH2:20][NH:21][C:22]([c:23]2[cH:24][cH:25][c:26]([B:29]3[O:30][C:31]([CH3:32])([CH3:33])[C:34]([CH3:35])([CH3:36])[O:37]3)[cH:27][cH:28]2)=[O:38])[CH2:18][CH2:19]1.[Na+:39].[Na+:40].[O-:41][C:42](=[O:43])[O-:44].[O:45]=[CH:46][N:47]([CH3:48])[CH3:49].[Pd:50].[c:108]1([P:109]([c:110]2[cH:111][cH:112][cH:113][cH:114][cH:115]2)[c:116]2[cH:117][cH:118][cH:119][cH:120][cH:121]2)[cH:122][cH:123][cH:124][cH:125][cH:126]1.[c:51]1([P:52]([c:53]2[cH:54][cH:55][cH:56][cH:57][cH:58]2)[c:59]2[cH:60][cH:61][cH:62][cH:63][cH:64]2)[cH:65][cH:66][cH:67][cH:68][cH:69]1.[c:70]1([P:71]([c:72]2[cH:73][cH:74][cH:75][cH:76][cH:77]2)[c:78]2[cH:79][cH:80][cH:81][cH:82][cH:83]2)[cH:84][cH:85][cH:86][cH:87][cH:88]1.[c:89]1([P:90]([c:91]2[cH:92][cH:93][cH:94][cH:95][cH:96]2)[c:97]2[cH:98][cH:99][cH:100][cH:101][cH:102]2)[cH:103][cH:104][cH:105][cH:106][cH:107]1>>[c:2]1(-[c:26]2[cH:25][cH:24][c:23]([C:22]([NH:21][CH2:20][CH:17]3[CH2:18][CH2:19]3)=[O:38])[cH:28][cH:27]2)[cH:3][c:4]([NH:9][C:10](=[O:11])[c:12]2[cH:13][o:14][cH:15][cH:16]2)[cH:5][cH:6][c:7]1[Cl:8]. Reactants: NC1=CC=C(C=C1)CCCN1CCN(CC1)C1=CC=CC=C1 (N-[γ-(p-amino-phenyl)-n-propyl]-N'-phenyl-piperazine), C(C)#N (acetonitrile), C(C)(=O)O (acetic acid). Yields the product C(#N)CCNC1=CC=C(C=C1)CCCN1CCN(CC1)C1=CC=CC=C1 (N-[γ-(p-[β-cyanoethyl-amino]-phenyl)-n-propyl]-N'-phenyl-piperazine). Isolated yield 81.3%. RXN SMILES: [NH2:1][C:2]1[CH:7]=[CH:6][C:5]([CH2:8][CH2:9][CH2:10][N:11]2[CH2:16][CH2:15][N:14]([C:17]3[CH:22]=[CH:21][CH:20]=[CH:19][CH:18]=3)[CH2:13][CH2:12]2)=[CH:4][CH:3]=1.[C:23](#[N:25])[CH3:24].[C:26](O)(=O)C>>[C:23]([CH2:24][CH2:26][NH:1][C:2]1[CH:3]=[CH:4][C:5]([CH2:8][CH2:9][CH2:10][N:11]2[CH2:12][CH2:13][N:14]([C:17]3[CH:18]=[CH:19][CH:20]=[CH:21][CH:22]=3)[CH2:15][CH2:16]2)=[CH:6][CH:7]=1)#[N:25]. Procedure: A mixture consisting of 29.5 gm (0.1 mol) of N-[γ-(p-amino-phenyl)-n-propyl]-N'-phenyl-piperazine (m.p. 102°C), 5.8 gm (0.11 mol) of acetonitrile and 20 ml of glacial acetic acid was refluxed for 20 hours. Thereafter, the solvent was distilled off in vacuo, and the residue was recyrstallized from dilute methanol, yielding 28.3 gm (81.3% of theory) of N-[γ-(p-[β-cyanoethyl-amino]-phenyl)-n-propyl]-N'-phenyl-piperazine, m.p. 141° - 143°C. The reactants are ClC1=NC=CC=N1 (2-chloropyrimidine), CNC (dimethylamine). The solvent is C1CCOC1 (THF). Run at time 1 hour. Yields the product CN(C1=NC=CC=N1)C (2-(Dimethylamino)pyrimidine). As a reaction SMILES: Cl[C:2]1[N:7]=[CH:6][CH:5]=[CH:4][N:3]=1.[CH3:8][NH:9][CH3:10]>C1COCC1>[CH3:8][N:9]([CH3:10])[C:2]1[N:7]=[CH:6][CH:5]=[CH:4][N:3]=1. Reported procedure: A solution of 2-chloropyrimidine (5 g, 43.65 mmol) in dry THF (50 ml) is saturated with gaseous dimethylamine. The mixture is stirred at ambient temperature for 1 hour followed by evaporation of solvent. The residue is partitioned between water and ethyl acetate. The aqueous phase is extracted with ethyl acetate. The combined organic phases are dried over sodium sulfate and evaporated to leave the product as a brownish oil. Yield 5.07 g (94%). Reactants: CNC(OC1=CC(=C(C(=C1)C)N)C)=O (3,5-Dimethyl-4-aminophenyl N-methylcarbamate), C(C)S(=O)(=O)Cl (ethanesulfonyl chloride). Solvent: N1=CC=CC=C1 (pyridine). Run at temperature 42 celsius, time 20 minute. Product: CNC(OC1=CC(=C(C(=C1)C)NS(=O)(=O)CC)C)=O (3,5-Dimethyl-4-(ethanesulfonamido)phenyl N-methylcarbamate). RXN SMILES: [CH3:1][NH:2][C:3](=[O:14])[O:4][C:5]1[CH:10]=[C:9]([CH3:11])[C:8]([NH2:12])=[C:7]([CH3:13])[CH:6]=1.[CH2:15]([S:17](Cl)(=[O:19])=[O:18])[CH3:16]>N1C=CC=CC=1>[CH3:1][NH:2][C:3](=[O:14])[O:4][C:5]1[CH:10]=[C:9]([CH3:11])[C:8]([NH:12][S:17]([CH2:15][CH3:16])(=[O:19])=[O:18])=[C:7]([CH3:13])[CH:6]=1. Reported procedure: 3,5-Dimethyl-4-aminophenyl N-methylcarbamate (1.0g., 0.0052 mole), prepared according to the general directions of A. T. Shulgin, U.S. Pat. No. 3,084,098 was dissolved in 5 ml. of pyridine. To this solution was added ethanesulfonyl chloride (0.68g., and 0.0053 mole) and after being stirred for about 20 minutes the reaction solution was warmed briefly at 42° C. Quenching the reaction solution in excess water yielded brown solids which upon being recrystallized from ethanol/water melted at 171°-73... The reactants are C(=O)(O)CCC=1C(=C(NC1)C=O)C (4-(2-Carboxyethyl)-2-formyl-3-methylpyrrole), COC1=CC=C(C=C1)C1=CC=C2CC(NC2=C1)=O (6-(4-methoxyphenyl)-2-oxindole). Reagents/catalysts: N1CCCCC1 (piperidine). Run in C(C)O (ethanol). Product: COC1=CC=C(C=C1)C1=CC=C2C(C(NC2=C1)=O)=CC1=C(C(=CN1)CCC(=O)O)C (3-{5-[6-(4-Methoxy-phenyl)-2-oxo-1,2-dihydroindol-3-ylidenemethyl]-4-methyl-1H-pyrrol-3-yl}-propionic acid). Yield: 58.7%. Reaction SMILES: [C:1]([CH2:4][CH2:5][C:6]1[C:7]([CH3:13])=[C:8]([CH:11]=O)[NH:9][CH:10]=1)([OH:3])=[O:2].[CH3:14][O:15][C:16]1[CH:21]=[CH:20][C:19]([C:22]2[CH:30]=[C:29]3[C:25]([CH2:26][C:27](=[O:31])[NH:28]3)=[CH:24][CH:23]=2)=[CH:18][CH:17]=1>N1CCCCC1.C(O)C>[CH3:14][O:15][C:16]1[CH:17]=[CH:18][C:19]([C:22]2[CH:30]=[C:29]3[C:25]([C:26](=[CH:11][C:8]4[NH:9][CH:10]=[C:6]([CH2:5][CH2:4][C:1]([OH:3])=[O:2])[C:7]=4[CH3:13])[C:27](=[O:31])[NH:28]3)=[CH:24][CH:23]=2)=[CH:20][CH:21]=1. Procedure details: 4-(2-Carboxyethyl)-2-formyl-3-methylpyrrole (90.5 mg), 120 mg 6-(4-methoxyphenyl)-2-oxindole and 3 drops piperidine in 2 mL of ethanol were heated at 90° C. overnight. The reaction mixture was cooled and concentrated. The residue was suspended in 6 N aqueous hydrochloric acid. The precipitate was filtered, washed with water to pH 6 and dried in a vacuum oven overnight to give 118 mg (59%) of the title compound as a brown solid. Reactants: COCCO, Cl, O=c1[nH]cnc2cc(F)ccc12, [Na], O. Yields the product COCCOc1ccc2c(=O)[nH]cnc2c1. As a reaction SMILES: [CH3:2][O:3][CH2:4][CH2:5][OH:6].[ClH:19].[F:7][c:8]1[cH:9][cH:10][c:11]2[c:12](=[O:18])[nH:13][cH:14][n:15][c:16]2[cH:17]1.[Na:1].[OH2:20]>>[CH3:2][O:3][CH2:4][CH2:5][O:6][c:8]1[cH:9][cH:10][c:11]2[c:12](=[O:18])[nH:13][cH:14][n:15][c:16]2[cH:17]1. The reactants are C(C)(C)(C)[Si](OC1=C(C=C(C=C1)C(O)C1=C(C=NC=C1)F)OC)(C)C ([4-(tert-Butyl-dimethyl-silanyloxy)-3-methoxy-phenyl]-(3-fluoro-pyridin-4-yl)-methanol). Reagents/catalysts: [Pd] (Pd/C). The solvent is CO (methanol), OS(=O)(=O)O (H2SO4). Reaction conditions: temperature 35 celsius, time 8 hour. Yields the product FC=1C=NC=CC1CC1=CC(=C(C=C1)O)OC (4-[(3-fluoropyridin-4-yl)methyl]-2-methoxyphenol). Yield: 73.7%. As a reaction SMILES: C([Si](C)(C)[O:6][C:7]1[CH:12]=[CH:11][C:10]([CH:13]([C:15]2[CH:20]=[CH:19][N:18]=[CH:17][C:16]=2[F:21])O)=[CH:9][C:8]=1[O:22][CH3:23])(C)(C)C>CO.OS(O)(=O)=O.[Pd]>[F:21][C:16]1[CH:17]=[N:18][CH:19]=[CH:20][C:15]=1[CH2:13][C:10]1[CH:11]=[CH:12][C:7]([OH:6])=[C:8]([O:22][CH3:23])[CH:9]=1. Procedure: Pd/C (0.02 mmol; 40 mg) was added to a solution of [4-(tert-Butyl-dimethyl-silanyloxy)-3-methoxy-phenyl]-(3-fluoro-pyridin-4-yl)-methanol (0.19 mmol; 70 mg) in methanol (2 mL) and H2SO4 (0.5 mL). The mixture was flushed twice with hydrogen, and the reaction was stirred overnight at 35° C. The mixture was filtered on celite, washed with methanol. After concentration, water was added (3 mL) and K2CO3 until pH 8. The aqueous phase was extracted with ethyl acetate (2*3 mL). Combined organic phases w... Starting materials: N[C@@H](CC1=CC=CC=C1)C(=O)O (Phe), N[C@@H](C)C(=O)O (Ala), N[C@@H](CC1=CC=C(C=C1)O)C(=O)O (Tyr). Yields the product N[C@@H](CCC(O)=O)C(=O)O (Glu). Reaction SMILES: N[C@H:2]([C:10]([OH:12])=[O:11])CC1C=CC=CC=1.[NH2:13][C@H:14]([C:16]([OH:18])=[O:17])[CH3:15].N[C@H](C(O)=O)CC1C=CC(O)=CC=1>>[NH2:13][C@H:14]([C:16]([OH:18])=[O:17])[CH2:15][CH2:2][C:10](=[O:11])[OH:12]. Procedure: 1.08, Phe: 0.99, Ala: 1.00. Tyr: 0.98